From a dataset of the Open Reaction Database (ORD), a public repository of structured organic reaction records. describe an organic reaction: reactants, conditions, products, and yield Procedure details: A mixture of 30 parts of 5-[8-allyl-5-(3-methyl-n-butoxy)-4-oxo-4H-1-benzopyran-2-yl]tetrazole, 16.6 parts of benzyl bromide, 3.53 parts of sodium hydroxide, 120 parts of ethanol and 60 parts of water was refluxed for 64 hours. The mixture was cooled, was extracted with chloroform and the chloroform extract washed with sodium bicarbonate solution and water. Evaporation of the chloroform gave a residue which was chromatographed on silica gel. Elution with 3 : 1 toluene/acetic acid and chloroform ... Run in O (water). Product: C(C=C)C1=CC=C(C=2C(C=C(OC21)C2=NN=NN2CC2=CC=CC=C2)=O)OCCC(C)C (5-[8-allyl-5-(3-methyl-n-butoxy)-4-oxo-4H-1-benzopyran-2-yl]-N-benzyl tetrazole). The reactants are 30, C(C=C)C1=CC=C(C=2C(C=C(OC21)C2=NN=NN2)=O)OCCC(C)C (5-[8-allyl-5-(3-methyl-n-butoxy)-4-oxo-4H-1-benzopyran-2-yl]tetrazole), C(C1=CC=CC=C1)Br (benzyl bromide), [OH-].[Na+] (sodium hydroxide), C(C)O (ethanol). RXN SMILES: [CH2:1]([C:4]1[C:13]2[O:12][C:11]([C:14]3[NH:18][N:17]=[N:16][N:15]=3)=[CH:10][C:9](=[O:19])[C:8]=2[C:7]([O:20][CH2:21][CH2:22][CH:23]([CH3:25])[CH3:24])=[CH:6][CH:5]=1)[CH:2]=[CH2:3].[CH2:26](Br)[C:27]1[CH:32]=[CH:31][CH:30]=[CH:29][CH:28]=1.[OH-].[Na+].C(O)C>O>[CH2:1]([C:4]1[C:13]2[O:12][C:11]([C:14]3[N:15]([CH2:26][C:27]4[CH:32]=[CH:31][CH:30]=[CH:29][CH:28]=4)[N:16]=[N:17][N:18]=3)=[CH:10][C:9](=[O:19])[C:8]=2[C:7]([O:20][CH2:21][CH2:22][CH:23]([CH3:25])[CH3:24])=[CH:6][CH:5]=1)[CH:2]=[CH2:3] |f:2.3|. Reactants: 0-acetyl xylitol bromide, [H-].[Al+3].[Li+].[H-].[H-].[H-] (lithium aluminum hydride), COCCOC (1,2-dimethoxyethane), COCCOC (1,2-dimethoxyethane). Yields the product C1[C@H](O)[C@@H](O)[C@H](O)CO1 (1,5-anhydroxylitol). Reaction SMILES: [H-].[Al+3].[Li+].[H-].[H-].[H-].C[O:8][CH2:9][CH2:10][O:11][CH3:12]>>[CH2:10]1[O:11][CH2:12][C@@H:10]([OH:11])[C@H:9]([OH:8])[C@H:9]1[OH:8] |f:0.1.2.3.4.5|. Procedure details: A stirred solution of 10.83 g of per-0-acetyl xylitol bromide in 30 ml of dry 1,2-dimethoxyethane was added dropwise to a stirred suspension of 13.0 g of lithium aluminum hydride in 200 ml of dry 1,2-dimethoxyethane kept under nitrogen at room temperature. After this processing, 3.34 g of 1,5-anhydroxylitol was obtained. The reactants are ClC(C(=O)OCC)C(=O)C (Ethyl 2-chloroacetoacetate), NC(=O)N (urea). Run in CO (MeOH). Reaction conditions: temperature 66 celsius. Yields the product NC=1OC(=C(N1)C)C(=O)OCC (ethyl 2-amino-4-methyloxazole-5-carboxylate). Reaction SMILES: Cl[CH:2]([C:8]([CH3:10])=O)[C:3]([O:5][CH2:6][CH3:7])=[O:4].[NH2:11][C:12]([NH2:14])=[O:13]>CO>[NH2:14][C:12]1[O:13][C:2]([C:3]([O:5][CH2:6][CH3:7])=[O:4])=[C:8]([CH3:10])[N:11]=1. Procedure: Ethyl 2-chloroacetoacetate (8.0 mL, 59 mmol) was added to a mixture of urea (10.6 g, 176 mmol) in MeOH (40 mL), and the reaction mixture was heated to 66° C. overnight. Upon cooling to room temperature, the solids were collected by filtration and suspended in 1 N aqueous NaOH (50 mL). This was extracted with EtOAc (100 mL). The aqueous layer was brought to pH ˜11 with NaOH and was extracted with EtOAc (3×100 mL). The EtOAc extracts were combined, dried over Na2SO4, filtered, and concentrated und... Reactants: ClC1=NC=CC(=C1)C(C=CN(C)C)=O (1-(2-chloropyridin-4-yl)-3-(dimethylamino)prop-2-en-1-one), [OH-].[Na+] (sodium hydroxide), FC(C(=O)O)(F)F.FC(C(=O)O)(F)F.ClC1=NC=CC(=C1)NC(=N)N (1-(2-chloropyridin-4-yl)guanidine bis(trifluoroacetate)). Run in CC(C)O (2-Propanol). Run at time 20 hour. The product is ClC1=NC=CC(=C1)NC1=NC=CC(=N1)C1=CC(=NC=C1)Cl (N,4-bis(2-chloropyridin-4-yl)pyrimidin-2-amine). Yield: 49.1%. RXN SMILES: [Cl:1][C:2]1[CH:7]=[C:6]([C:8](=O)[CH:9]=[CH:10]N(C)C)[CH:5]=[CH:4][N:3]=1.[OH-].[Na+].FC(F)(F)C(O)=O.FC(F)(F)C(O)=O.[Cl:31][C:32]1[CH:37]=[C:36]([NH:38][C:39]([NH2:41])=[NH:40])[CH:35]=[CH:34][N:33]=1>CC(O)C>[Cl:31][C:32]1[CH:37]=[C:36]([NH:38][C:39]2[N:41]=[C:8]([C:6]3[CH:5]=[CH:4][N:3]=[C:2]([Cl:1])[CH:7]=3)[CH:9]=[CH:10][N:40]=2)[CH:35]=[CH:34][N:33]=1 |f:1.2,3.4.5|. Procedure details: To a solution of 6.32 g of 1-(2-chloropyridin-4-yl)-3-(dimethylamino)prop-2-en-1-one (30 mmol) in 60 ml of 2-Propanol was added 2.52 g of sodium hydroxide (63 mmol) and 11.96 g of 1-(2-chloropyridin-4-yl)guanidine bis(trifluoroacetate) (30 mmol). The reaction mixture was heated to reflux under stirring for 20 h. After filtration, the precipitate was washed with 100 ml of n-butanol and 120 ml of iPr2O and then air-dried to yield 4.69 g of N,4-bis(2-chloropyridin-4-yl)pyrimidin-2-amine (yield=37%)...